This data is from the Open Reaction Database (ORD), a public repository of structured organic reaction records. The task is: describe an organic reaction: reactants, conditions, products, and yield Starting materials: C1CCOC1, ClCc1cc(-c2ccc(OC3CCCCO3)cc2)no1, [H-], [Na+], SCCOc1ccccc1. The product is c1ccc(OCCSCc2cc(-c3ccc(OC4CCCCO4)cc3)no2)cc1. RXN SMILES: [CH2:33]1[O:34][CH2:35][CH2:36][CH2:37]1.[Cl:13][CH2:14][c:15]1[cH:16][c:17](-[c:20]2[cH:21][cH:22][c:23]([O:26][CH:27]3[O:28][CH2:29][CH2:30][CH2:31][CH2:32]3)[cH:24][cH:25]2)[n:18][o:19]1.[H-:2].[Na+:1].[O:3]([c:4]1[cH:5][cH:6][cH:7][cH:8][cH:9]1)[CH2:10][CH2:11][SH:12]>>[O:3]([c:4]1[cH:5][cH:6][cH:7][cH:8][cH:9]1)[CH2:10][CH2:11][S:12][CH2:14][c:15]1[cH:16][c:17](-[c:20]2[cH:21][cH:22][c:23]([O:26][CH:27]3[O:28][CH2:29][CH2:30][CH2:31][CH2:32]3)[cH:24][cH:25]2)[n:18][o:19]1.